describe an organic reaction: reactants, conditions, products, and yield From a dataset of the Open Reaction Database (ORD), a public repository of structured organic reaction records. Reactants: [N+](=O)([O-])C=1C=CC2=C(CC(NS2)=O)C1 (6-nitro-2H-benzothiazin-3(4H)-one), CN(C)C=O (DMF), CO (methanol), [H-].[Na+] (sodium hydride), CI (methyl iodide). Solvent: O (water). Conditions: time 30 minute. The product is CN1C(CSC2=C1C=C(C=C2)[N+](=O)[O-])=O (4-methyl-6-nitro-2H-1,4-benzothiazin-3(4H)-one). Reaction SMILES: [N+:1]([C:4]1[CH:5]=[CH:6][C:7]2[S:12]NC(=O)C[C:8]=2[CH:14]=1)([O-:3])=[O:2].[H-].[Na+].[CH3:17]I.CO.[CH3:21][N:22]([CH:24]=[O:25])C>O>[CH3:21][N:22]1[C:8]2[CH:14]=[C:4]([N+:1]([O-:3])=[O:2])[CH:5]=[CH:6][C:7]=2[S:12][CH2:17][C:24]1=[O:25] |f:1.2|. Procedure details: In 11.5 ml of DMF was dissolved 500 mg of 6-nitro-2H-benzothiazin-3(4H)-one, and thereto was added 114 mg of sodium hydride of 55% purity under ice cooling, followed by 30 minutes of stirring at room temperature. To the reaction solution was added 444 μl of methyl iodide, and the whole was stirred at room temperature for 2 hours. To the reaction solution was added 2 ml of methanol under ice cooling, followed by 10 minutes of stirring at room temperature. Thereafter, water was added and the organ... Starting materials: COC(=O)C=1C(=C(C=2C(=NSN2)C1)Cl)N (6-amino-7-chloro-benzo[1,2,5]thiadiazole-5-carboxylic acid methyl ester), aqueous solution, [OH-].[Na+] (NaOH). Solvent: O1CCOCC1 (dioxane), CO (MeOH). Run at time 2 hour. The product is NC1=C(C=2C(=NSN2)C=C1C(=O)O)Cl (6-amino-7-chloro-benzo[1,2,5]thiadiazole-5-carboxylic acid). The yield is 84.7%. Reaction SMILES: C[O:2][C:3]([C:5]1[C:6]([NH2:15])=[C:7]([Cl:14])[C:8]2[C:9]([CH:13]=1)=[N:10][S:11][N:12]=2)=[O:4].[OH-].[Na+]>O1CCOCC1.CO>[NH2:15][C:6]1[C:5]([C:3]([OH:4])=[O:2])=[CH:13][C:9]2=[N:10][S:11][N:12]=[C:8]2[C:7]=1[Cl:14] |f:1.2|. Reported procedure: To a solution of 0.37 g (1.50 mmol) of 6-amino-7-chloro-benzo[1,2,5]thiadiazole-5-carboxylic acid methyl ester in 7.32 mL of dioxane and 0.92 mL of MeOH, is added 2.25 mL (2.25 mmol) of an aqueous solution of NaOH 1 N. The mixture is stirred at ambient temperature during 2 hours and then the solvents were evaporated. The residue is suspended in H2O and the mixture is acidified to pH 2-3 with an aqueous 1 N HCl solution. The reddish-violet precipitate obtained is filtrated and washed with a minim...